Dataset: the Open Reaction Database (ORD), a public repository of structured organic reaction records. Task: describe an organic reaction: reactants, conditions, products, and yield Starting materials: CC(=O)O[BH-](OC(C)=O)OC(C)=O, O=C([O-])O, COCC(O)CNCc1ccccc1, CC#N, CC(=O)O, CCC(C)N(C)c1cnc(C=O)c(Cl)n1, [Na+], [Na+]. Product: CCC(C)N(C)c1cnc(CN(Cc2ccccc2)CC(O)COC)c(Cl)n1. RXN SMILES: [C:30]([O:31][BH-:32]([O:33][C:34](=[O:35])[CH3:36])[O:37][C:38](=[O:39])[CH3:40])(=[O:41])[CH3:42].[C:44](=[O:45])([O-:46])[OH:47].[CH2:16]([c:17]1[cH:18][cH:19][cH:20][cH:21][cH:22]1)[NH:23][CH2:24][CH:25]([CH2:26][O:27][CH3:28])[OH:29].[CH3:49][C:50]#[N:51].[CH3:52][C:53](=[O:54])[OH:55].[Cl:1][c:2]1[c:3]([CH:14]=[O:15])[n:4][cH:5][c:6]([N:8]([CH:9]([CH2:10][CH3:11])[CH3:12])[CH3:13])[n:7]1.[Na+:43].[Na+:48]>>[Cl:1][c:2]1[c:3]([CH2:14][N:23]([CH2:16][c:17]2[cH:18][cH:19][cH:20][cH:21][cH:22]2)[CH2:24][CH:25]([CH2:26][O:27][CH3:28])[OH:29])[n:4][cH:5][c:6]([N:8]([CH:9]([CH2:10][CH3:11])[CH3:12])[CH3:13])[n:7]1. Reactants: BrC1=C(C=C(C(=C1)CC1=CC=C(C=C1)CC)Cl)O (2-bromo-5-chloro-4-(4-ethylbenzyl)phenol), CC(C)([O-])C.[K+] (potassium tert-butoxide), [NH4+].[Cl-] (NH4Cl), FC(S(=O)(=O)OCCOC(F)(F)F)(F)F (2-(trifluoromethoxy)ethyl trifluoromethanesulfonate). Solvent: CC#N (CH3CN). Reaction conditions: time 15 hour. Product: BrC1=C(C=C(C(=C1)CC1=CC=C(C=C1)CC)Cl)OCCOC(F)(F)F (1-bromo-4-chloro-5-(4-ethylbenzyl)-2-(2-(trifluoromethoxy)-ethoxy)benzene). RXN SMILES: [Br:1][C:2]1[CH:7]=[C:6]([CH2:8][C:9]2[CH:14]=[CH:13][C:12]([CH2:15][CH3:16])=[CH:11][CH:10]=2)[C:5]([Cl:17])=[CH:4][C:3]=1[OH:18].CC(C)([O-])C.[K+].FC(F)(F)S(O[CH2:31][CH2:32][O:33][C:34]([F:37])([F:36])[F:35])(=O)=O.[NH4+].[Cl-]>CC#N>[Br:1][C:2]1[CH:7]=[C:6]([CH2:8][C:9]2[CH:14]=[CH:13][C:12]([CH2:15][CH3:16])=[CH:11][CH:10]=2)[C:5]([Cl:17])=[CH:4][C:3]=1[O:18][CH2:31][CH2:32][O:33][C:34]([F:37])([F:36])[F:35] |f:1.2,4.5|. Reported procedure: To a solution of 2-bromo-5-chloro-4-(4-ethylbenzyl)phenol (AT) (0.12 g, 0.38 mmol) in anhydrous CH3CN (4 mL), was added potassium tert-butoxide [1.0 M solution in tert-butanol] (380 μL, 0.38 mmol) followed by 2-(trifluoromethoxy)ethyl trifluoromethanesulfonate (0.10 g, 0.38 mmol) [prepared as described in the Journal of Organic Chemistry, 2001, 66, 1061-1063]. The reaction mixture was stirred for 15 h at room temperature, after which saturated NH4Cl was added and the mixture was partitioned betw...